From a dataset of the Open Reaction Database (ORD), a public repository of structured organic reaction records. describe an organic reaction: reactants, conditions, products, and yield Procedure details: The title compound was prepared in analogy to Example 3-1 in Scheme 5 by using 4-(4-chloro-6-methylquinolin-2-yl)-2,3,4,5-tetrahydro-1,4-benzothiazepine 1,1-dioxide (prepared in analogy to the one in Example 2-1) and tetrahydro-2H-pyran-4-ylamine. MS obsd. (ESI+) [(M+H)+] 438, 1H NMR (400 MHz, DMSO-d6) δ ppm 7.89 (dd, J=6.95, 3.41 Hz, 2 H), 7.78 (s, 1 H), 7.59 (t, J=7.07 Hz, 1 H), 7.47 (t, J=7.58 Hz, 1 H), 7.31 (d, J=8.59 Hz, 1 H), 7.23 (d, J=8.59 Hz, 1 H), 6.33 (d, J=8.08 Hz, 1 H), 6.09 (s, 1 H... Reaction SMILES: Cl[C:2]1[C:11]2[C:6](=[CH:7][CH:8]=[C:9]([CH3:12])[CH:10]=2)[N:5]=[C:4]([N:13]2[CH2:19][C:18]3[CH:20]=[CH:21][CH:22]=[CH:23][C:17]=3[S:16](=[O:25])(=[O:24])[CH2:15][CH2:14]2)[CH:3]=1.[O:26]1[CH2:31][CH2:30][CH:29]([NH2:32])[CH2:28][CH2:27]1>>[O:24]=[S:16]1(=[O:25])[C:17]2[CH:23]=[CH:22][CH:21]=[CH:20][C:18]=2[CH2:19][N:13]([C:4]2[CH:3]=[C:2]([NH:32][CH:29]3[CH2:30][CH2:31][O:26][CH2:27][CH2:28]3)[C:11]3[C:6](=[CH:7][CH:8]=[C:9]([CH3:12])[CH:10]=3)[N:5]=2)[CH2:14][CH2:15]1. Reactants: ClC1=CC(=NC2=CC=C(C=C12)C)N1CCS(C2=C(C1)C=CC=C2)(=O)=O (4-(4-chloro-6-methylquinolin-2-yl)-2,3,4,5-tetrahydro-1,4-benzothiazepine 1,1-dioxide), O1CCC(CC1)N (tetrahydro-2H-pyran-4-ylamine). Product: O=S1(CCN(CC2=C1C=CC=C2)C2=NC1=CC=C(C=C1C(=C2)NC2CCOCC2)C)=O (2-(1,1-Dioxido-2,3-dihydro-1,4-benzothiazepin-4(5H)-yl)-6-methyl-N-(tetrahydro-2H-pyran-4-yl)quinolin-4-amine). Starting materials: C(C)(C)(C)OC(=O)N[C@@H](CC(C)C)C(=O)O (N-(tert-butoxycarbonyl)-L-leucine), FC(C=1C=CC(=NC1)N1C[C@@H]2[C@H](C1)[C@H](CC2)N)(F)F ((3aR,4S,6aS)-2-(5-(trifluoromethyl)pyridin-2-yl)octahydrocyclopenta[c]pyrrol-4-amine), C(C1=CC=CC=C1)N1C[C@@H]2[C@H](C1)[C@H](CC2)N ((3aR,4S,6aS)-2-benzyloctahydrocyclopenta[c]pyrrol-4-amine). The product is O=C([C@H](CCC)NC(OC(C)C)=O)N[C@H]1CC[C@@H]2CN(C[C@@H]21)C2=NC=C(C=C2)C(F)(F)F (isopropyl(S)-1-oxo-1-((3aR,4S,6aS)-2-(5-(trifluoromethyl)pyridin-2-yl)octahydrocyclopenta[c]pyrrol-4-ylamino)pentan-2-ylcarbamate). Reaction SMILES: [C:1]([O:5][C:6]([NH:8][C@H:9]([C:14]([OH:16])=O)[CH2:10][CH:11]([CH3:13])C)=[O:7])([CH3:4])([CH3:3])C.[F:17][C:18]([F:35])([F:34])[C:19]1[CH:20]=[CH:21][C:22]([N:25]2[CH2:29][C@@H:28]3[C@@H:30]([NH2:33])[CH2:31][CH2:32][C@@H:27]3[CH2:26]2)=[N:23][CH:24]=1.C(N1C[C@@H]2[C@@H](N)CC[C@@H]2C1)C1C=CC=CC=1>>[O:16]=[C:14]([NH:33][C@@H:30]1[C@@H:28]2[C@@H:27]([CH2:26][N:25]([C:22]3[CH:21]=[CH:20][C:19]([C:18]([F:35])([F:34])[F:17])=[CH:24][N:23]=3)[CH2:29]2)[CH2:32][CH2:31]1)[C@@H:9]([NH:8][C:6](=[O:7])[O:5][CH:1]([CH3:3])[CH3:4])[CH2:10][CH2:11][CH3:13]. Procedure details: The title compound was prepared by substituting (S)-2-(isopropoxycarbonylamino)pentanoic acid from Step A for N-(tert-butoxycarbonyl)-L-leucine and (3aR,4S,6aS)-2-(5-(trifluoromethyl)pyridin-2-yl)octahydrocyclopenta[c]pyrrol-4-amine from Step B of Example 262 for (3aR,4S,6aS)-2-benzyloctahydrocyclopenta[c]pyrrol-4-amine in the procedure described in Example 221: 1H NMR (400 MHz, pyridine-d5) δ ppm 8.52 (d, J=1.0, 1H), 7.94 (dd, J=4.3, 2.4, 1H), 7.60 (dd, J=8.9, 2.5, 1H), 7.07 (d, J=7.0, 1H), 6.3... The reactants are NCc1cn(-c2ccccc2)c2cc(Cl)ccc2c1=O, O=C(O)c1ccc2scnc2c1. Product: O=C(NCc1cn(-c2ccccc2)c2cc(Cl)ccc2c1=O)c1ccc2scnc2c1. Reaction SMILES: [NH2:1][CH2:2][c:3]1[cH:4][n:5](-[c:15]2[cH:16][cH:17][cH:18][cH:19][cH:20]2)[c:6]2[cH:7][c:8]([Cl:14])[cH:9][cH:10][c:11]2[c:12]1=[O:13].[s:21]1[cH:22][n:23][c:24]2[c:25]1[cH:26][cH:27][c:28]([C:30](=[O:31])[OH:32])[cH:29]2>>[NH:1]([CH2:2][c:3]1[cH:4][n:5](-[c:15]2[cH:16][cH:17][cH:18][cH:19][cH:20]2)[c:6]2[cH:7][c:8]([Cl:14])[cH:9][cH:10][c:11]2[c:12]1=[O:13])[C:30]([c:28]1[cH:27][cH:26][c:25]2[s:21][cH:22][n:23][c:24]2[cH:29]1)=[O:31].